Task: describe an organic reaction: reactants, conditions, products, and yield. Dataset: the Open Reaction Database (ORD), a public repository of structured organic reaction records The reactants are CCN(C(C)C)C(C)C, NCC1Cc2cc(Cl)c3ccccc3c2O1, O=C(Cl)OCc1ccccc1. Yields the product O=C(NCC1Cc2cc(Cl)c3ccccc3c2O1)OCc1ccccc1. Reaction SMILES: [CH:17]([N:18]([CH:19]([CH3:20])[CH3:21])[CH2:22][CH3:23])([CH3:24])[CH3:25].[Cl:1][c:2]1[cH:3][c:4]2[c:5]([c:11]3[cH:12][cH:13][cH:14][cH:15][c:16]13)[O:6][CH:7]([CH2:9][NH2:10])[CH2:8]2.[Cl:26][C:27](=[O:28])[O:29][CH2:30][c:31]1[cH:32][cH:33][cH:34][cH:35][cH:36]1>>[Cl:1][c:2]1[cH:3][c:4]2[c:5]([c:11]3[cH:12][cH:13][cH:14][cH:15][c:16]13)[O:6][CH:7]([CH2:9][NH:10][C:27](=[O:28])[O:29][CH2:30][c:31]1[cH:32][cH:33][cH:34][cH:35][cH:36]1)[CH2:8]2. The reactants are C(CCCCCCCCC)O (decyl alcohol), C(C1=CC(OC)=C(O)C=C1)(=O)O (vanillic acid), C1(=CC=C(C=C1)S(=O)(=O)O)C (p-toluenesulfonic acid). The product is C(C1=CC(OC)=C(O)C=C1)(=O)OCCCCCCCCCC (n-decyl vanillate). Isolated yield 50.0%. Reaction SMILES: [CH2:1]([OH:11])[CH2:2][CH2:3][CH2:4][CH2:5][CH2:6][CH2:7][CH2:8][CH2:9][CH3:10].[C:12](O)(=[O:22])[C:13]1[CH:21]=[CH:20][C:18]([OH:19])=[C:15]([O:16][CH3:17])[CH:14]=1.C1(C)C=CC(S(O)(=O)=O)=CC=1>>[C:12]([O:11][CH2:1][CH2:2][CH2:3][CH2:4][CH2:5][CH2:6][CH2:7][CH2:8][CH2:9][CH3:10])(=[O:22])[C:13]1[CH:21]=[CH:20][C:18]([OH:19])=[C:15]([O:16][CH3:17])[CH:14]=1. Procedure: The n-decyl vanillate was synthesized by refluxing decyl alcohol with vanillic acid in the presence of p-toluenesulfonic acid. After removal of the unreacted alcohol, purification and recrystallization from n-pentane, the n-decyl vanillate had a melting point of 40°-40.5° C. (Yield: about 50%). As a reaction SMILES: C([NH:8][C@H:9]([C:18]([OH:20])=[O:19])[CH2:10][C:11]1[CH:16]=[CH:15][C:14]([I:17])=[CH:13][CH:12]=1)(OC(C)(C)C)=O.[Cl:21]C(Cl)(Cl)C(=N)O[C:25]([CH3:28])([CH3:27])[CH3:26].B(F)(F)F.CCOCC>C(Cl)Cl.C1CCCCC1>[ClH:21].[I:17][C:14]1[CH:13]=[CH:12][C:11]([CH2:10][C@@H:9]([C:18]([O:20][C:25]([CH3:28])([CH3:27])[CH3:26])=[O:19])[NH2:8])=[CH:16][CH:15]=1 |f:2.3,6.7|. The solvent is C(Cl)Cl (methylene chloride), C1CCCCC1 (cyclohexane). Yields the product Cl.IC1=CC=C(C[C@H](N)C(=O)OC(C)(C)C)C=C1 (4-Iodo-(L)-Phenylalanine, tert-butyl ester hydrochloride). Conditions: time 5 hour. Procedure details: To a suspension of N-Boc-4-iodo-(L)-phenylalanine (1.0 g, 2.56 mmol) in methylene chloride (7 mL) and cyclohexane (14 mL) were added t-butyl trichloroacetimidate (0.48 mL, 2.68 mmol) and boron trifluoride-etherate (48 μL). The reaction mixture was stirred for 5 hours at room temperature under a nitrogen atmosphere and then treated a second time with the same amounts of t-butyl trichloroacetimidate and boron trifluoride-etherate as above. After stirring overnight, a third addition was made, and t... Starting materials: ClC(C(OC(C)(C)C)=N)(Cl)Cl (t-butyl trichloroacetimidate), B(F)(F)F.CCOCC (boron trifluoride-etherate), ClC(C(OC(C)(C)C)=N)(Cl)Cl (t-butyl trichloroacetimidate), B(F)(F)F.CCOCC (boron trifluoride-etherate), C(=O)(OC(C)(C)C)N[C@@H](CC1=CC=C(C=C1)I)C(=O)O (N-Boc-4-iodo-(L)-phenylalanine). Starting materials: OC1=CC=C(C(=O)OCC)C=C1 (ethyl 4-hydroxybenzoate), ClC1=CC=C(CCl)C=C1 (p-chlorobenzylchloride), O (water). Run in [O-]CC.[Na+] (sodium ethoxide). Product: C(C)OC(=O)C1=CC=C(OCC2=CC=C(C=C2)Cl)C=C1 (4-ethoxycarbonylphenoxy-4-chlorophenyl methane). Yield: 58.5%. As a reaction SMILES: [OH:1][C:2]1[CH:12]=[CH:11][C:5]([C:6]([O:8][CH2:9][CH3:10])=[O:7])=[CH:4][CH:3]=1.[Cl:13][C:14]1[CH:21]=[CH:20][C:17]([CH2:18]Cl)=[CH:16][CH:15]=1.O>[O-]CC.[Na+]>[CH2:9]([O:8][C:6]([C:5]1[CH:4]=[CH:3][C:2]([O:1][CH2:18][C:17]2[CH:20]=[CH:21][C:14]([Cl:13])=[CH:15][CH:16]=2)=[CH:12][CH:11]=1)=[O:7])[CH3:10] |f:3.4|. Procedure details: To a solution of ethyl 4-hydroxybenzoate (8.3g.) in sodium ethoxide solution (1.15g. sodium in 70 ml. of absolute ethanol) was added p-chlorobenzylchloride (8.1g.) in one portion. The mixture was heated under reflux for 16 hours, allowed to cool and poured into water (500 mls.) and the product extracted into ether. The organic layer was separated and dried (anhydrous MgSO4) and filtered. Evaporation of the solvent under reduced pressure gave the crude product which on recrystallation from ethano... Reactants: CCOC(=O)C1CCC(=O)N1CC, CCO, [Na+], [OH-]. Yields the product CCN1C(=O)CCC1C(=O)O. Reaction SMILES: [CH2:1]([CH3:2])[N:3]1[CH:4]([C:5](=[O:6])[O:7][CH2:8][CH3:9])[CH2:10][CH2:11][C:12]1=[O:13].[CH3:16][CH2:17][OH:18].[Na+:15].[OH-:14]>>[CH2:1]([CH3:2])[N:3]1[CH:4]([C:5](=[O:6])[OH:7])[CH2:10][CH2:11][C:12]1=[O:13]. Reactants: C(C)(C)(C)OC(N(C1=CC=C(C=C1)N1CCOCC1)C=1N(N=NC1C(NCC)=O)C1=C(C=C(C(=C1)C(C)C)O)O)=O ([3-(2,4-dihydroxy-5-isopropyl-phenyl)-5-ethylcarbamoyl-3H-[1,2,3]triazol-4-yl]-(4-morpholin-4-yl-phenyl)-carbamic acid tert-butyl ester). Solvent: C(Cl)Cl.C(=O)(C(F)(F)F)O (DCM TFA). The product is C(C)NC(=O)C=1N=NN(C1NC1=CC=C(C=C1)N1CCOCC1)C1=C(C=C(C(=C1)C(C)C)O)O (1-(2,4-dihydroxy-5-isopropyl-phenyl)-5-(4-morpholin-4-yl-phenylamino)-1H-[1,2,3]triazole-4-carboxylic acid ethylamide). The yield is 45.0%. RXN SMILES: C(OC(=O)[N:7]([C:20]1[N:21]([C:30]2[CH:35]=[C:34]([CH:36]([CH3:38])[CH3:37])[C:33]([OH:39])=[CH:32][C:31]=2[OH:40])[N:22]=[N:23][C:24]=1[C:25](=[O:29])[NH:26][CH2:27][CH3:28])[C:8]1[CH:13]=[CH:12][C:11]([N:14]2[CH2:19][CH2:18][O:17][CH2:16][CH2:15]2)=[CH:10][CH:9]=1)(C)(C)C>C(Cl)Cl.C(O)(C(F)(F)F)=O>[CH2:27]([NH:26][C:25]([C:24]1[N:23]=[N:22][N:21]([C:30]2[CH:35]=[C:34]([CH:36]([CH3:37])[CH3:38])[C:33]([OH:39])=[CH:32][C:31]=2[OH:40])[C:20]=1[NH:7][C:8]1[CH:13]=[CH:12][C:11]([N:14]2[CH2:15][CH2:16][O:17][CH2:18][CH2:19]2)=[CH:10][CH:9]=1)=[O:29])[CH3:28] |f:1.2|. Procedure details: A solution of the intermediate from Step D in DCM/TFA (1/1, 2 ml) was stirred for 12 hours at RT. The reaction mixture was concentrated under reduced pressure and the crude reaction mixture was purified by column chromatography (DCM/MeOH: 95/5). The title compound was obtained as a slightly brown solid. Reactants: C1(=CC=CC=C1O)C (o-cresol), C(CC)(=O)Cl (propionyl chloride), Cl (hydrochloric acid). Product: C(CC)(=O)OC1=CC=CC=C1C (o-cresol propionate). Yield: 98.0%. RXN SMILES: [C:1]1([CH3:8])[C:6]([OH:7])=[CH:5][CH:4]=[CH:3][CH:2]=1.[C:9](Cl)(=[O:12])[CH2:10][CH3:11].Cl>>[C:9]([O:7][C:6]1[C:1]([CH3:8])=[CH:2][CH:3]=[CH:4][CH:5]=1)(=[O:12])[CH2:10][CH3:11]. Procedure details: Into a spherical flask equipped with a condenser, a dropping funnel and containing 2 mols of o-cresol are introduced, in 15 minutes, 2.2 mols of propionyl chloride. The mixture as obtained is heated at 110° C. for about 2 hours, until the discharge of hydrochloric acid ceases. The o-cresol propionate which is obtained is distilled under vacuum: Starting materials: CS(=O)C (dimethylsulfoxide), C(C(=O)Cl)(=O)Cl (oxalyl chloride), OCC(=C)[C@@H]1[C@H](C(N1C(CC1=CC=C(C=C1)OC)CC1=CC=C(C=C1)OC)=O)[C@@H](C)OC(=O)OCC1=CC=CC=C1 ((3S,4S)-4-(1-hydroxymethylethenyl)-3-(1-(R)-benzyloxycarbonyloxyethyl)-1-di(p-anisyl)methyl-2-azetidinone), resultant mixture, Cl (hydrochloric acid). Solvent: ClCCl (dichloromethane), O (water), C(C)N(CC)CC (Triethylamine), ClCCl (dichloromethane), ClCCl (dichloromethane). Conditions: time 15 minute. The product is C(=O)C(=C)[C@@H]1[C@H](C(N1C(CC1=CC=C(C=C1)OC)CC1=CC=C(C=C1)OC)=O)[C@@H](C)OC(=O)OCC1=CC=CC=C1 ((3S,4S)-4-(1-formylethenyl)-3-(1-(R)-benzyloxycarbonyloxyethyl)-1-di(p-anisyl)methyl-2-azetidinone). RXN SMILES: C(Cl)(=O)C(Cl)=O.CS(C)=O.[OH:11][CH2:12][C:13]([C@H:15]1[N:18]([CH:19]([CH2:29][C:30]2[CH:35]=[CH:34][C:33]([O:36][CH3:37])=[CH:32][CH:31]=2)[CH2:20][C:21]2[CH:26]=[CH:25][C:24]([O:27][CH3:28])=[CH:23][CH:22]=2)[C:17](=[O:38])[C@@H:16]1[C@H:39]([O:41][C:42]([O:44][CH2:45][C:46]1[CH:51]=[CH:50][CH:49]=[CH:48][CH:47]=1)=[O:43])[CH3:40])=[CH2:14].Cl>ClCCl.O.C(N(CC)CC)C>[CH:12]([C:13]([C@H:15]1[N:18]([CH:19]([CH2:20][C:21]2[CH:26]=[CH:25][C:24]([O:27][CH3:28])=[CH:23][CH:22]=2)[CH2:29][C:30]2[CH:31]=[CH:32][C:33]([O:36][CH3:37])=[CH:34][CH:35]=2)[C:17](=[O:38])[C@@H:16]1[C@H:39]([O:41][C:42]([O:44][CH2:45][C:46]1[CH:51]=[CH:50][CH:49]=[CH:48][CH:47]=1)=[O:43])[CH3:40])=[CH2:14])=[O:11]. Reported procedure: To a solution of oxalyl chloride (8.5 ml) in dry dichloromethane (212 ml) was added dropwise a mixture of dimethylsulfoxide (14.5 ml) and dichloromethane (42.5 ml) at -50° C., and the resultant mixture was stirred for 10 minutes at the same temperature as above. A solution of (3S,4S)-4-(1-hydroxymethylethenyl)-3-(1-(R)-benzyloxycarbonyloxyethyl)-1-di(p-anisyl)methyl-2-azetidinone (45 g) in dry dichloromethane (400 ml) was added dropwise thereto at -50° C. or less over a period of 15 minutes, fol...